This data is from the Open Reaction Database (ORD), a public repository of structured organic reaction records. The task is: describe an organic reaction: reactants, conditions, products, and yield Reactants: C(C1=CC=CC=C1)(C1=CC=CC=C1)N1CC(C1)N=[N+]=[N-] (N-benzhydryl-3-azidoazetidine), steel, CC(=O)C (acetone). The product is C(C1=CC=CC=C1)(C1=CC=CC=C1)N1CC(C1)N1N=NC=C1 (N-Benzhydryl-3-(1,2,3-triazol-1-yl) azetidine). The yield is 76.0%. RXN SMILES: [CH:1]([N:14]1[CH2:17][CH:16]([N:18]=[N+:19]=[N-:20])[CH2:15]1)([C:8]1[CH:13]=[CH:12][CH:11]=[CH:10][CH:9]=1)[C:2]1[CH:7]=[CH:6][CH:5]=[CH:4][CH:3]=1.[CH3:21][C:22](C)=O>>[CH:1]([N:14]1[CH2:15][CH:16]([N:18]2[CH:22]=[CH:21][N:20]=[N:19]2)[CH2:17]1)([C:2]1[CH:3]=[CH:4][CH:5]=[CH:6][CH:7]=1)[C:8]1[CH:13]=[CH:12][CH:11]=[CH:10][CH:9]=1. Procedure details: To a solution of 1.05 g (3.98 mmol) of N-benzhydryl-3-azidoazetidine in 50 ml of acetone cooled to -78° C. in a steel reaction vessel was bubbled 36 g of acetylene. The sealed reaction vessel after warming up to room temperature was heated at 80° C. for 17 hr. The solution was then cooled to room temperature, filtered and evaporated to yield the crude product which after chromatography over silica gel (2.5% methanol chloroform) yielded 0.88 g (76%) of the desired product as a solid, m.p. 167°-16... The reactants are C(C)(C)(C)OC(=O)N1C(=CC=2C=NC=CC21)CN2C(CN(CC2)CC2=CC=1C=NC=CC1N2C(=O)OC(C)(C)C)=O (2-[4-(1-tert-Butoxycarbonyl-1H-pyrrolo[3,2-c]pyridin-2-ylmethyl)-2-oxo-piperazin-1-ylmethyl]-pyrrolo[3,2-c]pyridine-1-carboxylic acid tert-butyl ester), C(=O)(C(F)(F)F)O (TFA). Solvent: C(Cl)Cl (CH2Cl2). Reaction conditions: time 16 hour. Product: N1C(=CC=2C=NC=CC21)CN2C(CN(CC2)CC2=CC=1C=NC=CC1N2)=O (1,4-Bis-(1H-pyrrolo[3 2-c]pyridin-2-ylmethyl)-piperazin-2-one). As a reaction SMILES: C(OC([N:8]1[C:16]2[CH:15]=[CH:14][N:13]=[CH:12][C:11]=2[CH:10]=[C:9]1[CH2:17][N:18]1[CH2:23][CH2:22][N:21]([CH2:24][C:25]2[N:33](C(OC(C)(C)C)=O)[C:32]3[CH:31]=[CH:30][N:29]=[CH:28][C:27]=3[CH:26]=2)[CH2:20][C:19]1=[O:41])=O)(C)(C)C.C(O)(C(F)(F)F)=O>C(Cl)Cl>[NH:8]1[C:16]2[CH:15]=[CH:14][N:13]=[CH:12][C:11]=2[CH:10]=[C:9]1[CH2:17][N:18]1[CH2:23][CH2:22][N:21]([CH2:24][C:25]2[NH:33][C:32]3[CH:31]=[CH:30][N:29]=[CH:28][C:27]=3[CH:26]=2)[CH2:20][C:19]1=[O:41]. Reported procedure: To a solution containing 2-[4-(1-tert-Butoxycarbonyl-1H-pyrrolo[3,2-c]pyridin-2-ylmethyl)-2-oxo-piperazin-1-ylmethyl]-pyrrolo[3,2-c]pyridine-1-carboxylic acid tert-butyl ester (85 mg, 0.14 mmol) in CH2Cl2 (5 mL) is added TFA (1 mL) at 0° C. and the solution is allowed to slowly warm to ambient temperature. After 16 h, the reaction mixture is concentrated to dryness, diluted with water and purified by reverse-phase HPLC [Buffer A: water w/0.1% TFA; Buffer B: CH3CN w/0.1% TFA; Gradient: 0% B to 45... Reactants: COC(=O)CCn1cc(Cc2cccnc2)c2c(C=CC(=O)OC(C)(C)C)cccc21, O=C[O-], [NH4+]. Yields the product COC(=O)CCn1cc(Cc2cccnc2)c2c(CCC(=O)OC(C)(C)C)cccc21. As a reaction SMILES: [CH3:1][O:2][C:3](=[O:4])[CH2:5][CH2:6][n:7]1[cH:8][c:9]([CH2:25][c:26]2[cH:27][n:28][cH:29][cH:30][cH:31]2)[c:10]2[c:11]([CH:16]=[CH:17][C:18](=[O:19])[O:20][C:21]([CH3:22])([CH3:23])[CH3:24])[cH:12][cH:13][cH:14][c:15]12.[CH:32]([O-:33])=[O:34].[NH4+:35]>>[CH3:1][O:2][C:3](=[O:4])[CH2:5][CH2:6][n:7]1[cH:8][c:9]([CH2:25][c:26]2[cH:27][n:28][cH:29][cH:30][cH:31]2)[c:10]2[c:11]([CH2:16][CH2:17][C:18](=[O:19])[O:20][C:21]([CH3:22])([CH3:23])[CH3:24])[cH:12][cH:13][cH:14][c:15]12. Starting materials: C=CCCCCCCCCOc1ccc(C(=O)O)cc1, C=CCCCCCCCCCCCCOc1ccc(C(=O)O)cc1, Cc1ccccc1, O=S(Cl)Cl. Product: C=CCCCCCCCCCCCCOc1ccc(C(=O)O)cc1, [Cl-]. As a reaction SMILES: [CH2:1]([O:2][c:3]1[cH:4][cH:5][c:6]([C:7]([OH:8])=[O:9])[cH:10][cH:11]1)[CH2:12][CH2:13][CH2:14][CH2:15][CH2:16][CH2:17][CH2:18][CH:19]=[CH2:20].[CH2:21]([CH2:22][CH2:23][CH2:24][CH2:25][CH2:26][CH2:27][CH2:28][CH2:29][CH2:30][CH2:31][CH2:32][CH:33]=[CH2:34])[O:35][c:36]1[cH:37][cH:38][c:39]([C:40](=[O:41])[OH:42])[cH:43][cH:44]1.[CH3:49][c:50]1[cH:51][cH:52][cH:53][cH:54][cH:55]1.[S:45]([Cl:46])([Cl:47])=[O:48]>>[CH2:21]([CH2:22][CH2:23][CH2:24][CH2:25][CH2:26][CH2:27][CH2:28][CH2:29][CH2:30][CH2:31][CH2:32][CH:33]=[CH2:34])[O:35][c:36]1[cH:37][cH:38][c:39]([C:40](=[O:41])[OH:42])[cH:43][cH:44]1.[Cl-:47].